Dataset: the Open Reaction Database (ORD), a public repository of structured organic reaction records. Task: describe an organic reaction: reactants, conditions, products, and yield Run at time 2 hour. The solvent is O (water), C(C)#N (acetonitrile). RXN SMILES: [F:1][C:2]1[CH:11]=[C:10]2[C:5]([CH2:6][CH2:7][CH2:8][O:9]2)=[CH:4][CH:3]=1.C1C(=O)N([Br:19])C(=O)C1>C(#N)C.O>[Br:19][C:3]1[CH:4]=[C:5]2[C:10](=[CH:11][C:2]=1[F:1])[O:9][CH2:8][CH2:7][CH2:6]2. Procedure: A solution of 7-fluorochroman (4.42 g, 29.0 mmol) in acetonitrile (40 mL) at 0° C. was treated with NBS ((5.16 g, 29 mmol)) and the mixture was stirred at ambient temperature for 2 hours. The reaction was diluted with water, stirred for 1 hour and then extracted with ethyl acetate, dried over sodium sulfte and concentrated under reduced pressure give a 6-bromo-7-fluorochroman as the major product in a 3:1 mixture of regioisomers as a colorless oil (4.05 g). This material was used in the next ste... Reactants: FC1=CC=C2CCCOC2=C1 (7-fluorochroman), C1CC(=O)N(C1=O)Br (NBS). The product is BrC=1C=C2CCCOC2=CC1F (6-bromo-7-fluorochroman). Reactants: O=C(O)CN(C)C(N)=N (creatine), [OH-].[Na+] (sodium hydroxide). The solvent is O (water). Product: carboxylate, CN(C(=N)N)CC(=O)[O-].[Na+] (sodium 2-(1-methylguanidino)acetate). As a reaction SMILES: [O:1]=[C:2]([CH2:4][N:5]([C:7](=[NH:9])[NH2:8])[CH3:6])[OH:3].[OH-].[Na+:11]>O>[CH3:6][N:5]([CH2:4][C:2]([O-:3])=[O:1])[C:7]([NH2:9])=[NH:8].[Na+:11] |f:1.2,4.5|. Procedure details: Separately, in a single-necked, round bottomed flask, equipped with a magnetic stirrer, 6.56 g (50 mmol) of creatine is dissolved in 500 ml of water. To this is added 55 ml of 1M sodium hydroxide with vigorous stirring, until heat production ceases. At this point the water is removed by evaporation to yield the carboxylate salt, sodium 2-(1-methylguanidino)acetate, shown below. The reactants are FC1=C(OC=2C(=NC(=NC2)S(=O)(=O)C)C2=CN(C(C3=CC=CC=C23)=O)C)C=CC(=C1)F (4-[5-(2,4-difluorophenoxy)-2-methylsulfonylpyrimidin-4-yl]-2-methylisoquinolin-1-one), CS(=O)(=O)N (MeSO2NH2). Yields the product FC1=C(OC=2C(=NC(=NC2)NS(=O)(=O)C)C2=CN(C(C3=CC=CC=C23)=O)C)C=CC(=C1)F (N-[5-(2,4-difluorophenoxy)-4-(2-methyl-1-oxoisoquinolin-4-yl)pyrimidin-2-yl]methanesulfonamide). As a reaction SMILES: [F:1][C:2]1[CH:30]=[C:29]([F:31])[CH:28]=[CH:27][C:3]=1[O:4][C:5]1[C:6]([C:15]2[C:24]3[C:19](=[CH:20][CH:21]=[CH:22][CH:23]=3)[C:18](=[O:25])[N:17]([CH3:26])[CH:16]=2)=[N:7][C:8](S(C)(=O)=O)=[N:9][CH:10]=1.[CH3:32][S:33]([NH2:36])(=[O:35])=[O:34]>>[F:1][C:2]1[CH:30]=[C:29]([F:31])[CH:28]=[CH:27][C:3]=1[O:4][C:5]1[C:6]([C:15]2[C:24]3[C:19](=[CH:20][CH:21]=[CH:22][CH:23]=3)[C:18](=[O:25])[N:17]([CH3:26])[CH:16]=2)=[N:7][C:8]([NH:36][S:33]([CH3:32])(=[O:35])=[O:34])=[N:9][CH:10]=1. Reported procedure: The title compound of Example 151 was treated with MeSO2NH2 in a manner similar to Example 152, step 6 to give the title compound. 1H NMR (DMSO-d6, 400 MHz) δ 11.50 (s, 1H), 8.59 (s, 1H), 8.25 (s, J=8.0 Hz, 1H), 7.87 (s, 1H), 7.77 (d, J=8.0 Hz, 1H), 7.67 (t, J=8.0 Hz, 1H), 7.54 (t, J=7.2 Hz, 1H), 7.34-7.28 (m, 1H), 7.20-7.13 (m, 1H), 6.90 (t, J=8.8 Hz, 1H), 3.54 (s, 3H), 3.35 (s, 3H). LCMS: 459.0 (M+1)+ Reactants: C(C)(=O)Cl (Acetyl chloride), C(C)OCC (diethyl ether), CC1=C(C=CC(=C1)C)N1C(N(CN(C1)CCO)C)=S (1-(2,4-dimethylphenyl)-5-(2-hydroxyethyl)-3-methyl-tetrahydro-s-triazin-2[1H]-thione). The solvent is C1(=CC=CC=C1)C (toluene). Run at time 10 minute. The product is C(C)(=O)OCCN1CN(C(N(C1)C1=C(C=C(C=C1)C)C)=S)C (5-(2-acetoxyethyl)-1-(2,4-dimethylphenyl)-3-methyl-tetrahydro-s-triazin-2[1H]-thione). Yield: 74.7%. RXN SMILES: [C:1](Cl)(=[O:3])[CH3:2].[CH3:5][C:6]1[CH:11]=[C:10]([CH3:12])[CH:9]=[CH:8][C:7]=1[N:13]1[CH2:18][N:17]([CH2:19][CH2:20][OH:21])[CH2:16][N:15]([CH3:22])[C:14]1=[S:23].C(OCC)C>C1(C)C=CC=CC=1>[C:1]([O:21][CH2:20][CH2:19][N:17]1[CH2:18][N:13]([C:7]2[CH:8]=[CH:9][C:10]([CH3:12])=[CH:11][C:6]=2[CH3:5])[C:14](=[S:23])[N:15]([CH3:22])[CH2:16]1)(=[O:3])[CH3:2]. Reported procedure: Acetyl chloride (0.168 g, 1.5 mmole) was added dropwise with stirring to a cooled solution of 1-(2,4-dimethylphenyl)-5-(2-hydroxyethyl)-3-methyl-tetrahydro-s-triazin-2[1H]-thione (0.60 g, 1 mmole) in dry toluene (30 ml). After 10 minutes the solution was allowed to warm to room temperature and stirring was continued for a further 3 hours. The solution was filtered and the solvent removed under vacuum. The product was chromatographed on a column of silica eluting with dichloromethane containing 2... The reactants are BrC1=C(C=CC=C1)CC(=O)OC (methyl 2-(2-bromophenyl)acetate), [H-].[Na+] (sodium hydride), C(=O)OCC (ethyl formate). The product is BrC1=C(C=CC=C1)C(C(=O)OCC)=CO (ethyl 2-(2-bromophenyl)-3-hydroxyacrylate). Isolated yield 87.0%. RXN SMILES: [Br:1][C:2]1[CH:7]=[CH:6][CH:5]=[CH:4][C:3]=1[CH2:8][C:9](OC)=[O:10].[H-].[Na+].[CH:15]([O:17][CH2:18][CH3:19])=[O:16]>>[Br:1][C:2]1[CH:7]=[CH:6][CH:5]=[CH:4][C:3]=1[C:8](=[CH:9][OH:10])[C:15]([O:17][CH2:18][CH3:19])=[O:16] |f:1.2|. Procedure: To a stirred solution of methyl 2-(2-bromophenyl)acetate (5.2 g, 22.7 mmol) in ethyl formate (40 mL) was added in portions the powder of sodium hydride (100%, 2.18 g, 90.8 mmol) over a period of 1 hour at 10-15° C. After the mixture was stirred for an additional hour, the reaction was quenched with ice water (100 mL) and the two layers were separated. The aqueous layer was acidified with 10% hydrochloric acid aqueous solution and then extracted with ethyl acetate (30 mL×3). The organic layers we... Reactants: C(C)OC(=O)N1CCC2=C(C=3C(CCC3C=C2)O)CC1 (1-Hydroxy-1,3,6,7,9,10-hexahydro-2H-8-aza-cyclohepta[e]indene-8-carboxylic acid ethyl ester), [H-].[Na+] (NaH), IC (iodomethane). Solvent: O (water), CN(C)C=O (DMF). Yields the product C(C)OC(=O)N1CCC2=C(C=3C(CCC3C=C2)OC)CC1 (1-Methoxy-1,3,6,7,9,10-hexahydro-2H-8-aza-cyclohepta[e]indene-8-carboxylic acid ethyl ester). The yield is 112.3%. As a reaction SMILES: [CH2:1]([O:3][C:4]([N:6]1[CH2:20][CH2:19][C:10]2[C:11]3[CH:12]([OH:18])[CH2:13][CH2:14][C:15]=3[CH:16]=[CH:17][C:9]=2[CH2:8][CH2:7]1)=[O:5])[CH3:2].[H-].[Na+].I[CH3:24]>CN(C=O)C.O>[CH2:1]([O:3][C:4]([N:6]1[CH2:20][CH2:19][C:10]2[C:11]3[CH:12]([O:18][CH3:24])[CH2:13][CH2:14][C:15]=3[CH:16]=[CH:17][C:9]=2[CH2:8][CH2:7]1)=[O:5])[CH3:2] |f:1.2|. Procedure: To a stirred solution of the product from step (a) (45 mg, 0.16 mmol) in DMF (2 ml) at RT over an argon atmosphere was added NaH (16 mg, 0.41 mmol). The reaction mixture was stirred until gas evolution had ceased and then iodomethane (0.025 ml, 0.41 mmol) was added. The reaction mixture was stirred at RT for 24 hours. The reaction mixture was diluted with water and extracted with ethyl acetate (3×). The combined ethyl acetate extracts were washed with brine, dried (Na2SO4), and solvent evaporate... Starting materials: [BH4-], O=C1CCCc2c(F)cc(Br)cc21, CO, ClCCl, [Na+], O. Product: OC1CCCc2c(F)cc(Br)cc21. RXN SMILES: [BH4-:14].[Br:1][c:2]1[cH:3][c:4]([F:13])[c:5]2[c:10]([cH:11]1)[C:9](=[O:12])[CH2:8][CH2:7][CH2:6]2.[CH3:17][OH:18].[Cl:19][CH2:20][Cl:21].[Na+:15].[OH2:16]>>[Br:1][c:2]1[cH:3][c:4]([F:13])[c:5]2[c:10]([cH:11]1)[CH:9]([OH:12])[CH2:8][CH2:7][CH2:6]2. Reactants: CCC(=O)O, Cl, Nc1ccc2[nH]c(=O)c3[nH]ccc3c2c1, Cc1cccc(S(=O)(=O)Cl)c1. The product is CCC(=O)O, Cc1cccc(S(=O)(=O)Nc2ccc3[nH]c(=O)c4[nH]ccc4c3c2)c1. Reaction SMILES: [CH2:2]([CH3:3])[C:4](=[O:5])[OH:6].[ClH:1].[NH2:7][c:8]1[cH:9][c:10]2[c:11]3[c:12]([c:13](=[O:18])[nH:14][c:15]2[cH:16][cH:17]1)[nH:19][cH:20][cH:21]3.[c:22]1([CH3:32])[cH:23][c:24]([S:28](=[O:29])(=[O:30])[Cl:31])[cH:25][cH:26][cH:27]1>>[CH2:2]([CH3:3])[C:4](=[O:5])[OH:6].[NH:7]([c:8]1[cH:9][c:10]2[c:11]3[c:12]([c:13](=[O:18])[nH:14][c:15]2[cH:16][cH:17]1)[nH:19][cH:20][cH:21]3)[S:28]([c:24]1[cH:23][c:22]([CH3:32])[cH:27][cH:26][cH:25]1)(=[O:29])=[O:30].